This data is from the Open Reaction Database (ORD), a public repository of structured organic reaction records. The task is: describe an organic reaction: reactants, conditions, products, and yield Reactants: ice water, C(C)(=O)O[C@@H]1[C@]2(C)[C@@H](CC1)[C@@H]1CCC=3CC4(CCC3[C@H]1CC2)OCCO4 (17β-acetoxy-3,3-ethylenedioxy-estr-5(10)-ene), C(=O)([O-])[O-].[Ca+2] (CaCO3), BrN1C(CCC1=O)=O (N-bromosuccinimide), CN(C=O)C (dimethylformamide). The solvent is O (water). Reaction conditions: time 4 hour. The product is C(C)(=O)O[C@@H]1[C@]2(C)[C@@H](CC1)[C@@H]1CC[C@]3(CC4(CC[C@@]3([C@H]1CC2)Br)OCCO4)O (17β-acetoxy-3,3-ethylenedioxy-5α-hydroxy-10β-bromo-estrane). As a reaction SMILES: [C:1]([O:4][C@H:5]1[CH2:10][CH2:9][C@H:8]2[C@H:11]3[C@H:20]([CH2:21][CH2:22][C@:6]12[CH3:7])[C:19]1C[CH2:17][C:16]2([O:26][CH2:25][CH2:24][O:23]2)[CH2:15][C:14]=1[CH2:13][CH2:12]3)(=[O:3])[CH3:2].C([O-])([O-])=O.[Ca+2].[Br:32]N1C(=O)CCC1=O.CN(C)[CH:42]=[O:43]>O>[C:1]([O:4][C@H:5]1[CH2:10][CH2:9][C@H:8]2[C@H:11]3[C@H:20]([CH2:21][CH2:22][C@:6]12[CH3:7])[C@:19]1([Br:32])[C@:42]([OH:43])([CH2:17][C:16]2([O:26][CH2:25][CH2:24][O:23]2)[CH2:15][CH2:14]1)[CH2:13][CH2:12]3)(=[O:3])[CH3:2] |f:1.2|. Procedure: To a suspension of 8.5 g of 17β-acetoxy-3,3-ethylenedioxy-estr-5(10)-ene in 130 ml of dimethylformamide and 40 ml of water, 2.35 g of powdered CaCO3 and 8.39 g of N-bromosuccinimide are added at room temperature. After stirring for 4 hours at room temperature, the yellow suspension is poured into ice-water and the precipitate filtered on buckner; the precipitate is dissolved in methylene chloride and the insoluble residue is filtered off; the filtrate is washed with water and dried over anhydrou... Starting materials: C(CCCCCCCCCCC)C1=CC=C(C=C1)S(=O)(=O)N=[N+]=[N-] (4-dodecylbenzenesulfonyl azide), [NH4+].[Cl-] (NH4Cl), COP(OC)(=O)CC(C)=O (dimethyl(2-oxopropyl)phosphonate), C([O-])([O-])=O.[K+].[K+] (potassium carbonate). Solvent: CC#N (MeCN), CC#N (MeCN). Run at time 2.5 hour. Yields the product COP(OC)(=O)C(C(C)=O)=[N+]=[N-] (Dimethyl(1-diazo-2-oxopropyl)phosphonate). Reaction SMILES: [CH3:1][O:2][P:3]([CH2:7][C:8](=[O:10])[CH3:9])(=[O:6])[O:4][CH3:5].C(=O)([O-])[O-].[K+].[K+].C(C1C=CC(S([N:38]=[N+:39]=[N-])(=O)=O)=CC=1)CCCCCCCCCCC.[NH4+].[Cl-]>CC#N>[CH3:1][O:2][P:3]([C:7](=[N+:38]=[N-:39])[C:8](=[O:10])[CH3:9])(=[O:6])[O:4][CH3:5] |f:1.2.3,5.6|. Procedure: A suspension of dimethyl(2-oxopropyl)phosphonate (2.1 g, 12.9 mmol) and potassium carbonate (2.2 g, 15.9 mmol) in dry MeCN (40 mL) was treated with slow addition of a solution of 4-dodecylbenzenesulfonyl azide (5.7 g, 16.2 mmol) in dry MeCN (90 mL) for over 30 min. After being stirred for 2.5 h under N2 atmosphere at room temperature, the mixture was treated with saturated NH4Cl (100 mL), poured into a separatory funnel and extracted with EtOAc (3×100 mL), dried over Na2SO4, filtered, solvent ev... Starting materials: [Br-], O=Cc1cc(Br)ccc1F, CCOC(C)=O, C1CCOC1, C[P+](c1ccccc1)(c1ccccc1)c1ccccc1, [Li]CCCC, CCCCCC. The product is C=Cc1cc(Br)ccc1F. As a reaction SMILES: [Br-:16].[Br:6][c:7]1[cH:8][cH:9][c:10]([F:15])[c:11]([CH:12]=[O:13])[cH:14]1.[C:42]([O:43][CH2:44][CH3:45])(=[O:46])[CH3:47].[CH2:37]1[O:38][CH2:39][CH2:40][CH2:41]1.[CH3:17][P+:18]([c:19]1[cH:20][cH:21][cH:22][cH:23][cH:24]1)([c:25]1[cH:26][cH:27][cH:28][cH:29][cH:30]1)[c:31]1[cH:32][cH:33][cH:34][cH:35][cH:36]1.[CH3:1][CH2:2][CH2:3][CH2:4][Li:5].[CH3:48][CH2:49][CH2:50][CH2:51][CH2:52][CH3:53]>>[CH2:1]=[CH:12][c:11]1[c:10]([F:15])[cH:9][cH:8][c:7]([Br:6])[cH:14]1. Reactants: N1C=NC=C1 (imidazole), C[O-].[Na+] (sodium methoxide), CC1(OCCO1)CCCBr (3-(2-methyl-1,3-dioxolan-2-yl)propyl bromide). The solvent is CN(C=O)C (dimethylformamide). Conditions: time 30 minute. The product is CC1(OCCO1)C(CN1C=NC=C1)C (1-[2-(2-methyl-1,3-dioxolan-2-yl)propyl]-1H-imidazole). Isolated yield 47.1%. Reaction SMILES: [NH:1]1[CH:5]=[CH:4][N:3]=[CH:2]1.[CH3:6][O-].[Na+].[CH3:9][C:10]1([CH2:15][CH2:16]CBr)[O:14][CH2:13][CH2:12][O:11]1>CN(C)C=O>[CH3:9][C:10]1([CH:15]([CH3:16])[CH2:6][N:1]2[CH:5]=[CH:4][N:3]=[CH:2]2)[O:11][CH2:12][CH2:13][O:14]1 |f:1.2|. Reported procedure: A suspension of 29.0 g of imidazole and 23.1 g of sodium methoxide in 385 ml of dimethylformamide was stirred for 30 minutes and cooled in an ice bath as 85.8 g of 3-(2-methyl-1,3-dioxolan-2-yl)propyl bromide was added dropwise. The resulting mixture was maintained at room temperature for 30 minutes and heated to reflux for 1 hour. The solvent was evaporated in vacuo, the residue diluted with acetone and filtered. The filtrate was concentrated and the residue was distilled to afford 37.9 g (47%)... Reactants: [H-].[Al+3].[Li+].[H-].[H-].[H-] (lithium aluminum hydride), C(C)(C)(C)OC(=O)N[C@H](C(=O)O)CCNC(=O)OC(C)(C)C.C1(CCCCC1)NC1CCCCC1 ((2S)-2,4-bis[(tert-butoxycarbonyl)amino]butanoic acid N-cyclohexylcyclohexanamine), solution, CN1CCOCC1 (4-methylmorpholine), ClC(=O)OCC (ethyl chloroformate). Run in O1CCCC1 (tetrahydrofuran), O1CCCC1 (tetrahydrofuran). Yields the product C(C)(C)(C)OC(NCC[C@@H](CO)NC(=O)OC(C)(C)C)=O (tert-Butyl{(3S)-3-[(tert-butoxycarbonyl)amino]-4-hydroxybutyl}carbamate). RXN SMILES: [C:1]([O:5][C:6]([NH:8][C@@H:9]([CH2:13][CH2:14][NH:15][C:16]([O:18][C:19]([CH3:22])([CH3:21])[CH3:20])=[O:17])[C:10](O)=[O:11])=[O:7])([CH3:4])([CH3:3])[CH3:2].C1(NC2CCCCC2)CCCCC1.CN1CCOCC1.ClC(OCC)=O.[H-].[Al+3].[Li+].[H-].[H-].[H-]>O1CCCC1>[C:19]([O:18][C:16](=[O:17])[NH:15][CH2:14][CH2:13][C@H:9]([NH:8][C:6]([O:5][C:1]([CH3:4])([CH3:3])[CH3:2])=[O:7])[CH2:10][OH:11])([CH3:22])([CH3:21])[CH3:20] |f:0.1,4.5.6.7.8.9|. Procedure: Preparation takes place in analogy to Example 83A from 300 mg (0.60 mmol) of (2S)-2,4-bis[(tert-butoxycarbonyl)amino]butanoic acid-N-cyclohexylcyclohexanamine (1:1) in 10 ml of tetrahydrofuran with 61 mg (0.60 mmol) of 4-methylmorpholine, 65 mg (0.60 mmol) of ethyl chloroformate and 1.2 ml (1.20 mmol) of a 1M solution of lithium aluminum hydride in tetrahydrofuran. The product is reacted without further purification.